This data is from the Open Reaction Database (ORD), a public repository of structured organic reaction records. The task is: describe an organic reaction: reactants, conditions, products, and yield The product is O=C(OCCSc1ccc([N+](=O)[O-])cn1)c1ccc(Cl)cc1. The reactants are O=C(Cl)c1ccc(Cl)cc1, ClCCl, O=[N+]([O-])c1ccc(SCCO)nc1, c1ccncc1. As a reaction SMILES: [Cl:14][C:15](=[O:16])[c:17]1[cH:18][cH:19][c:20]([Cl:21])[cH:22][cH:23]1.[Cl:30][CH2:31][Cl:32].[N+:1](=[O:2])([O-:3])[c:4]1[cH:5][cH:6][c:7]([S:10][CH2:11][CH2:12][OH:13])[n:8][cH:9]1.[cH:24]1[cH:25][cH:26][n:27][cH:28][cH:29]1>>[N+:1](=[O:2])([O-:3])[c:4]1[cH:5][cH:6][c:7]([S:10][CH2:11][CH2:12][O:13][C:15](=[O:16])[c:17]2[cH:18][cH:19][c:20]([Cl:21])[cH:22][cH:23]2)[n:8][cH:9]1. Reactants: COCCN(C)C1=CC=C(C=C1)OC ((2-methoxy-ethyl)-(4-methoxy-phenyl)-methyl-amine), NC(=O)N (urea), [N+](=O)([O-])[O-].[K+] (potassium nitrate). The solvent is S(O)(O)(=O)=O (sulfuric acid), S(O)(O)(=O)=O (sulfuric acid). Reaction conditions: time 1 hour. The product is COCCN(C)C1=CC(=C(C=C1)OC)[N+](=O)[O-] ((2-methoxy-ethyl)-(4-methoxy-3-nitro-phenyl)-methyl-amine). The yield is 35.3%. As a reaction SMILES: [CH3:1][O:2][CH2:3][CH2:4][N:5]([C:7]1[CH:12]=[CH:11][C:10]([O:13][CH3:14])=[CH:9][CH:8]=1)[CH3:6].NC(N)=O.[N+:19]([O-])([O-:21])=[O:20].[K+]>S(=O)(=O)(O)O>[CH3:1][O:2][CH2:3][CH2:4][N:5]([C:7]1[CH:8]=[CH:9][C:10]([O:13][CH3:14])=[C:11]([N+:19]([O-:21])=[O:20])[CH:12]=1)[CH3:6] |f:2.3|. Reported procedure: To a stirred solution of 600 mg (3.07 mmol) (2-methoxy-ethyl)-(4-methoxy-phenyl)-methyl-amine in 1.3 ml concentrated sulfuric acid at room temperature was added 222 mg (3.69 mmol) urea. After stirring for 1 h at room temperature, a solution of 342 mg (3.38 mmol) potassium nitrate in 0.6 ml concentrated sulfuric acid was added dropwise and stirring continued for a further 16 h. The mixture was then poured onto water amd extracted five times with dichloromethane. The combined organic phases were d... The reactants are BrC1=CC=C2C(C(COC2=C1)(C)C)=O (7-bromo-3,3-dimethyl-chroman-4-one), [BH4-].[K+] (potassium borohydride). Run in CO (methanol). Conditions: time 2 hour. Product: BrC1=CC=C2C(C(COC2=C1)(C)C)O (7-bromo-3,3-dimethyl-chroman-4-ol). RXN SMILES: [Br:1][C:2]1[CH:11]=[C:10]2[C:5]([C:6](=[O:14])[C:7]([CH3:13])([CH3:12])[CH2:8][O:9]2)=[CH:4][CH:3]=1.[BH4-].[K+]>CO>[Br:1][C:2]1[CH:11]=[C:10]2[C:5]([CH:6]([OH:14])[C:7]([CH3:12])([CH3:13])[CH2:8][O:9]2)=[CH:4][CH:3]=1 |f:1.2|. Procedure details: To a cooled (0° C.) solution of 7-bromo-3,3-dimethyl-chroman-4-one (1.5 g, 5.91 mmol) in methanol (17 mL) was added potassium borohydride (0.351 g, 6.5 mmol). After completion of addition the reaction stirred at room temperature for 2 hours and was then quenched with 2M HCl (aq.). The aqueous layer was extracted with ethyl acetate (3×) The combined organic layers were dried over sodium sulfate, filtered, and concentrated to yield an off-white solid, which was used in the next step without furthe... Yields the product CCOC(=O)Nc1ccccc1. Reactants: CCCC[Sn](=O)CCCC, CCOC(N)=O, CCO, NC(N)=O, Nc1ccccc1. Reaction SMILES: [CH2:18]([Sn:19](=[O:20])[CH2:21][CH2:22][CH2:23][CH3:24])[CH2:25][CH2:26][CH3:27].[CH3:12][CH2:13][O:14][C:15]([NH2:16])=[O:17].[CH3:28][CH2:29][OH:30].[NH2:1][C:2](=[O:3])[NH2:4].[NH2:5][c:6]1[cH:7][cH:8][cH:9][cH:10][cH:11]1>>[NH:5]([c:6]1[cH:7][cH:8][cH:9][cH:10][cH:11]1)[C:15]([O:14][CH2:13][CH3:12])=[O:17].